From a dataset of the Open Reaction Database (ORD), a public repository of structured organic reaction records. describe an organic reaction: reactants, conditions, products, and yield Solvent: CN(C=O)C (N,N-dimethylformamide). Procedure: A mixture of finely ground sodium cyanide (1.3 g, 26.5 mmol) and 3-fluoro-6-methoxy-xanthen-9-one (2.3 g, 9.42 mmol) in N,N-dimethylformamide (30 mL) was heated at 100° C. for 4 hours. Sodium cyanide (0.7 g, 14.3 mmol) was added and heating continued an additional hour. The mixture was allowed to cool to room temperature, then poured into ice water (˜150 mL). The product was collected by filtration, washed with water and air dried to give Compound 5i, 1.42 g (60%). MS: m/z 251.9 (MH+). 1H NMR (C... Conditions: temperature 100 celsius. Reaction SMILES: [C-:1]#[N:2].[Na+].F[C:5]1[CH:6]=[CH:7][C:8]2[C:9](=[O:21])[C:10]3[C:15]([O:16][C:17]=2[CH:18]=1)=[CH:14][C:13]([O:19][CH3:20])=[CH:12][CH:11]=3>CN(C)C=O>[CH3:20][O:19][C:13]1[CH:14]=[C:15]2[C:10](=[CH:11][CH:12]=1)[C:9](=[O:21])[C:8]1[CH:7]=[CH:6][C:5]([C:1]#[N:2])=[CH:18][C:17]=1[O:16]2 |f:0.1|. Reactants: ice water, [C-]#N.[Na+] (sodium cyanide), FC=1C=CC=2C(C3=CC=C(C=C3OC2C1)OC)=O (3-fluoro-6-methoxy-xanthen-9-one), [C-]#N.[Na+] (Sodium cyanide). The product is COC=1C=C2OC=3C=C(C=CC3C(C2=CC1)=O)C#N (6-Methoxy-9-oxo-9H-xanthene-3-carbonitrile). Reactants: CCNCCO, O=[N+]([O-])c1ccc(F)cc1. RXN SMILES: [CH2:11]([CH3:12])[NH:13][CH2:14][CH2:15][OH:16].[F:1][c:2]1[cH:3][cH:4][c:5]([N+:8](=[O:9])[O-:10])[cH:6][cH:7]1>>[c:2]1([N:13]([CH2:11][CH3:12])[CH2:14][CH2:15][OH:16])[cH:3][cH:4][c:5]([N+:8](=[O:9])[O-:10])[cH:6][cH:7]1. The product is CCN(CCO)c1ccc([N+](=O)[O-])cc1. Yields the product NC1=C(C#N)C=CC(=C1)C (2-Amino-4-methylbenzonitrile). Run at time 8 hour. The reagents and catalysts are [Pd] (palladium on carbon). Starting materials: CC1=CC(=C(C#N)C=C1)[N+](=O)[O-] (4-methyl-2-nitrobenzonitrile). Reaction SMILES: [CH3:1][C:2]1[CH:9]=[CH:8][C:5]([C:6]#[N:7])=[C:4]([N+:10]([O-])=O)[CH:3]=1>[Pd].O1CCOCC1>[NH2:10][C:4]1[CH:3]=[C:2]([CH3:1])[CH:9]=[CH:8][C:5]=1[C:6]#[N:7]. Solvent: O1CCOCC1 (1,4-dioxane). Reported procedure: A mixture of 4-methyl-2-nitrobenzonitrile (4.9 g, 30 mmol) and 10% palladium on carbon (500 mg) in 1,4-dioxane (60 mL) was stirred under hydrogen (balloon) overnight. The catalyst was removed by filtration through the Celite, and the filtrate was concentrated in vacuo. The residue was purified by flash chromatography (dichloromethane) to give the title compound as a pale yellow solid (3.3 g, 83%). 1H-NMR (300 MHz, CDCl3) δ 7.26 (d, J=8.3 Hz, 1H), 6.56 (s, 1H), 6.55 (s, 1H), 4.32 (br s, 2H), 2.29... Isolated yield 83.2%. Reactants: C(=O)(O)CC1=C(C(=O)O)C=CC=C1 (2-carboxymethylbenzoic acid), NC(CO)(C)C (2-amino-2-methylpropanol), ClC1=C(C=CC=C1)Cl (o-dichlorobenzene). The solvent is C(C)(=O)OCC (ethyl acetate). The product is CC1(COC=2N1C(C=1C=CC=CC1C2)=O)C (3,3-dimethyl-5-oxo-2,3-dihydro-5H-oxazolo[3,2-b]isoquinoline). Reaction SMILES: [C:1]([CH2:4][C:5]1[CH:13]=[CH:12][CH:11]=[CH:10][C:6]=1[C:7]([OH:9])=O)([OH:3])=O.[NH2:14][C:15]([CH3:19])([CH3:18])[CH2:16]O.ClC1C=CC=CC=1Cl>C(OCC)(=O)C>[CH3:16][C:15]1([CH3:19])[N:14]2[C:7](=[O:9])[C:6]3[CH:10]=[CH:11][CH:12]=[CH:13][C:5]=3[CH:4]=[C:1]2[O:3][CH2:18]1. Reported procedure: A mixture of 1 g. of 2-carboxymethylbenzoic acid, 0.5 g. of 2-amino-2-methylpropanol, and 5 ml. of o-dichlorobenzene was heated to 150°-160° C. for 4 hours. After cooling, the solvent was distilled off from the reaction mixture under reduced pressure and the residue obtained was dissolved in 30 ml. of ethyl acetate. Then, the solution was successively washed with diluted hydrochloric acid, a diluted sodium carbonate solution, and water, dried over anhydrous magnesium sulfate, and then the solven... The reactants are ClC1=NC=NC2=CC=C(C=C12)C=1OC(=NN1)C (4-Chloro-6-(5-methyl-1,3,4-oxadiazol-2-yl)quinazoline), O(C1=CC=CC=C1)C1=CC=C(N)C=C1 (4-phenoxyaniline). Yields the product Cl.O(C1=CC=CC=C1)C1=CC=C(C=C1)NC1=NC=NC2=CC=C(C=C12)C=1OC(=NN1)C ((4-Phenoxy-phenyl)-(6-(5-methyl-1,3,4-oxadiazol-2-yl)quinazolin-4-yl)-amine hydrochloride). RXN SMILES: [Cl:1][C:2]1[C:11]2[C:6](=[CH:7][CH:8]=[C:9]([C:12]3[O:13][C:14]([CH3:17])=[N:15][N:16]=3)[CH:10]=2)[N:5]=[CH:4][N:3]=1.[O:18]([C:25]1[CH:31]=[CH:30][C:28]([NH2:29])=[CH:27][CH:26]=1)[C:19]1[CH:24]=[CH:23][CH:22]=[CH:21][CH:20]=1>>[ClH:1].[O:18]([C:25]1[CH:26]=[CH:27][C:28]([NH:29][C:2]2[C:11]3[C:6](=[CH:7][CH:8]=[C:9]([C:12]4[O:13][C:14]([CH3:17])=[N:15][N:16]=4)[CH:10]=3)[N:5]=[CH:4][N:3]=2)=[CH:30][CH:31]=1)[C:19]1[CH:24]=[CH:23][CH:22]=[CH:21][CH:20]=1 |f:2.3|. Procedure: 4-Chloro-6-(5-methyl-1,3,4-oxadiazol-2-yl)quinazoline was treated with 4-phenoxyaniline according to Procedure A to give the title compound as a yellow solid; δH [2H6]DMSO 11.78 (1H,bs), 9.45(1H,s), 8.95 (1H,s), 8.60(1H,dd), 8.10 (1H,d), 7.75 (2H,d) 7.45(2H,d), 7.10(5H,m), 2.68(3H,s); m/z (M+1+) 396. Reactants: NC1(CCCCC1)C#CC1=CC=C(S1)C1=NC(=NC=C1)NC1CC(NC(C1)(C)C)(C)C ({4-[5-(1-Amino-cyclohexylethynyl)-thiophen-2-yl]-pyrimidin-2-yl}-(2,2,6,6-tetramethyl-piperidin-4-yl)-amine), [H][H] (hydrogen). Reagents/catalysts: [Pd] (palladium on charcoal). Run in CO (MeOH). The product is NC1(CCCCC1)CCC1=CC=C(S1)C1=NC(=NC=C1)NC1CC(NC(C1)(C)C)(C)C ((4-{5-[2-(1-Amino-cyclohexyl)-ethyl]-thiophen-2-yl}-pyrimidin-2-yl)-(2,2,6,6-tetramethyl-piperidin-4-yl)-amine). RXN SMILES: [NH2:1][C:2]1([C:8]#[C:9][C:10]2[S:14][C:13]([C:15]3[CH:20]=[CH:19][N:18]=[C:17]([NH:21][CH:22]4[CH2:27][C:26]([CH3:29])([CH3:28])[NH:25][C:24]([CH3:31])([CH3:30])[CH2:23]4)[N:16]=3)=[CH:12][CH:11]=2)[CH2:7][CH2:6][CH2:5][CH2:4][CH2:3]1.[H][H]>CO.[Pd]>[NH2:1][C:2]1([CH2:8][CH2:9][C:10]2[S:14][C:13]([C:15]3[CH:20]=[CH:19][N:18]=[C:17]([NH:21][CH:22]4[CH2:23][C:24]([CH3:31])([CH3:30])[NH:25][C:26]([CH3:29])([CH3:28])[CH2:27]4)[N:16]=3)=[CH:12][CH:11]=2)[CH2:3][CH2:4][CH2:5][CH2:6][CH2:7]1. Procedure details: Compound of Example 78 (2.5 g, 5.7 mmol) was dissolved in 200 ml MeOH and 0.8 g palladium on charcoal 10% were added. Hydrogenation was performed at room temperature and 1 bar hydrogen pressure for 8 hours. Afterwards the mixture was filtered through Hyflo and evaporated. The crude was purified by chromatography on silicagel (DCM/MeOH/ammonia:85/15/1.5). Yield: 1.6 g (64%). Starting materials: N([C@@H](CC1=CC=C(C=C1)OCC1=CC=CC=C1)C(=O)NC(C)(C)C(=O)OC)C(=O)OC(C)(C)C (Boc-Tyr(OBn)-Aib-OMe), LiOH monohydrate. Solvent: C1CCOC1.O (THF H2O). Reaction conditions: temperature 22 celsius, time 3 hour. Product: N([C@@H](CC1=CC=C(C=C1)OCC1=CC=CC=C1)C(=O)NC(C)(C)C(=O)O)C(=O)OC(C)(C)C (Boc-Tyr(OBn)-Aib-OH). Yield: 95.1%. RXN SMILES: [NH:1]([C:28]([O:30][C:31]([CH3:34])([CH3:33])[CH3:32])=[O:29])[C@H:2]([C:18]([NH:20][C:21]([C:24]([O:26]C)=[O:25])([CH3:23])[CH3:22])=[O:19])[CH2:3][C:4]1[CH:9]=[CH:8][C:7]([O:10][CH2:11][C:12]2[CH:17]=[CH:16][CH:15]=[CH:14][CH:13]=2)=[CH:6][CH:5]=1>C1COCC1.O>[NH:1]([C:28]([O:30][C:31]([CH3:34])([CH3:33])[CH3:32])=[O:29])[C@H:2]([C:18]([NH:20][C:21]([C:24]([OH:26])=[O:25])([CH3:23])[CH3:22])=[O:19])[CH2:3][C:4]1[CH:5]=[CH:6][C:7]([O:10][CH2:11][C:12]2[CH:17]=[CH:16][CH:15]=[CH:14][CH:13]=2)=[CH:8][CH:9]=1 |f:1.2|. Reported procedure: A solution containing about 260 mg of compound 7 and 91.5 mg of LiOH monohydrate in 7.5 ml of THF/H2O (2:1) was stirred at 22° C. for about 3 hours. The organic solvent was evaporated and the aqueous solution was extracted with Et2O (2×10 ml) and then acidified to a pH of less than 1 with 1 N HCl. The mixture was extracted again with Et2O (3×10 ml) and the combined organic extracts were dried over Na2SO4 and evaporated to yield about 240 mg of Boc-Tyr(OBn)-Aib-OH. A solution containing about 200...